Dataset: the Open Reaction Database (ORD), a public repository of structured organic reaction records. Task: describe an organic reaction: reactants, conditions, products, and yield The yield is 104.0%. Procedure: To a solution of trans-(7-cyano-1,1-diethyl-3-methoxy-1,2,3,4-tetrahydro-naphthalen-2-yl)-carbamic acid tert-butyl ester (8.5 g, 24 mmol) in DMSO (105 mL) was added K2CO3 (4.98 g, 36 mmol), and the mixture was stirred until all solids were dissolved. To the solution was added 30% hydrogen peroxide (12.2 mL, 120 mmol) in 0.5 mL portions over 45 min at a rate to keep the temperature 30-35° C. The reaction mixture was diluted with water (200 mL) and isopropyl acetate (500 mL), and sodium metabisulf... The product is C(C)(C)(C)OC(N[C@@H]1C(C2=CC(=CC=C2C[C@H]1OC)C(N)=O)(CC)CC)=O (trans-(7-Carbamoyl-1,1-diethyl-3-methoxy-1,2,3,4-tetrahydro-naphthalen-2-yl)-carbamic acid tert-butyl ester). Reactants: C(C)(C)(C)OC(N[C@@H]1C(C2=CC(=CC=C2C[C@H]1OC)C#N)(CC)CC)=O (trans-(7-cyano-1,1-diethyl-3-methoxy-1,2,3,4-tetrahydro-naphthalen-2-yl)-carbamic acid tert-butyl ester), C(=O)([O-])[O-].[K+].[K+] (K2CO3), peroxides, OO (hydrogen peroxide). Reaction SMILES: [C:1]([O:5][C:6](=[O:26])[NH:7][C@H:8]1[C@H:17]([O:18][CH3:19])[CH2:16][C:15]2[C:10](=[CH:11][C:12]([C:20]#[N:21])=[CH:13][CH:14]=2)[C:9]1([CH2:24][CH3:25])[CH2:22][CH3:23])([CH3:4])([CH3:3])[CH3:2].C([O-])([O-])=[O:28].[K+].[K+].OO>CS(C)=O.O.C(OC(C)C)(=O)C.S(S([O-])=O)([O-])(=O)=O.[Na+].[Na+]>[C:1]([O:5][C:6](=[O:26])[NH:7][C@H:8]1[C@H:17]([O:18][CH3:19])[CH2:16][C:15]2[C:10](=[CH:11][C:12]([C:20](=[O:28])[NH2:21])=[CH:13][CH:14]=2)[C:9]1([CH2:22][CH3:23])[CH2:24][CH3:25])([CH3:3])([CH3:4])[CH3:2] |f:1.2.3,8.9.10|. Solvent: CS(=O)C (DMSO), O (water), C(C)(=O)OC(C)C (isopropyl acetate), S(=O)(=O)([O-])S(=O)[O-].[Na+].[Na+] (sodium metabisulfite). The reactants are N1=CC=CC=C1 (pyridine), Cl (hydrochloric acid), O(C1=CC=CC=C1)C=1SC(=CN1)CO ((2-phenoxy-5-thiazolyl)-methanol), CC1([C@@H]([C@@H]1C=C1C(SCC1)=O)C(=O)Cl)C ((1R,3S) 2,2-dimethyl-3[(dihydro-2-oxo-3-(2H)-thienylidene)-methyl]-cyclopropane-1-carboxylic acid chloride). Solvent: C1=CC=CC=C1 (benzene). Conditions: temperature 20 celsius, time 24 hour. Yields the product CC1([C@@H]([C@@H]1C=C1C(SCC1)=O)C(=O)OCC1=CN=C(S1)OC1=CC=CC=C1)C ((2-phenoxy-5-thiazolyl)-methyl (1R,3S) 2,2-dimethyl-3-[(dihydro-2-oxo-3-(2H)-thienylidene)-methyl]-cyclopropane-1-carboxylate). Isolated yield 43.4%. As a reaction SMILES: [O:1]([C:8]1[S:9][C:10]([CH2:13][OH:14])=[CH:11][N:12]=1)[C:2]1[CH:7]=[CH:6][CH:5]=[CH:4][CH:3]=1.[CH3:15][C:16]1([CH3:29])[C@@H:18]([CH:19]=[C:20]2[CH2:24][CH2:23][S:22][C:21]2=[O:25])[C@H:17]1[C:26](Cl)=[O:27].N1C=CC=CC=1.Cl>C1C=CC=CC=1>[CH3:15][C:16]1([CH3:29])[C@@H:18]([CH:19]=[C:20]2[CH2:24][CH2:23][S:22][C:21]2=[O:25])[C@H:17]1[C:26]([O:14][CH2:13][C:10]1[S:9][C:8]([O:1][C:2]2[CH:3]=[CH:4][CH:5]=[CH:6][CH:7]=2)=[N:12][CH:11]=1)=[O:27]. Procedure: 2.1 g of (2-phenoxy-5-thiazolyl)-methanol were added to a solution of 2.44 g of (1R,3S) 2,2-dimethyl-3[(dihydro-2-oxo-3-(2H)-thienylidene)-methyl]-cyclopropane-1-carboxylic acid chloride [described in French Pat. No. 70-21682] in 50 ml of benzene and 3 ml of pyridine were added thereto dropwise at 0° C. The mixture was stirred at 20° C. for 24 hours and was then poured into aqueous 2N hydrochloric acid solution. The decanted organic phase was dried and evaporated to dryness under reduced pressur... Starting materials: O1COC2=C1C=CC(=C2)C=2C=C(C=C(C2)OCC2=CC=C(C=C2)OC)C(=O)C2CC2 ([3-Benzo[1,3]dioxol-5-yl-5-(4-methoxy-benzyloxy)-phenyl]-cyclopropyl-methanone). Solvent: C(C)(=O)O (acetic acid). Reaction conditions: temperature 100 celsius. The product is O1COC2=C1C=CC(=C2)C=2C=C(C=C(C2)O)C(=O)C2CC2 ((3-Benzo[1,3]dioxol-5-yl-5-hydroxy-phenyl)-cyclopropyl-methanone). Isolated yield 78.7%. Reaction SMILES: [O:1]1[C:5]2[CH:6]=[CH:7][C:8]([C:10]3[CH:11]=[C:12]([C:26]([CH:28]4[CH2:30][CH2:29]4)=[O:27])[CH:13]=[C:14]([O:16]CC4C=CC(OC)=CC=4)[CH:15]=3)=[CH:9][C:4]=2[O:3][CH2:2]1>C(O)(=O)C>[O:1]1[C:5]2[CH:6]=[CH:7][C:8]([C:10]3[CH:11]=[C:12]([C:26]([CH:28]4[CH2:29][CH2:30]4)=[O:27])[CH:13]=[C:14]([OH:16])[CH:15]=3)=[CH:9][C:4]=2[O:3][CH2:2]1. Reported procedure: [3-Benzo[1,3]dioxol-5-yl-5-(4-methoxy-benzyloxy)-phenyl]-cyclopropyl-methanone (250 mg) was dissolved in glacial acetic acid (3 mL) and heated at 100° C. overnight. The solvent was removed under reduced pressure and the residue was purified on a silica gel column using ethyl acetate and hexanes to yield 138 mg of the title compound (79% yield). HRMS calcd for C17H14O4 [M+H]+ 283.0965, observed 283.0964. Reagents/catalysts: N1CCCCC1 (piperidine). Procedure: To a solution of 4-(4-methoxy-phenyl)-1,3-dihydro-indol-2-one (59.8 mg, 0.25 mmol) and 2-Formyl-5-methyl-1H-pyrrole-3-carboxylic acid (2-[1,2,3]triazol-1-yl-ethyl)-amide (64.8 mg, 0.25 mmol) in ethanol (2 mL) was added piperidine (3 drops). The reaction mixture was stirred at room temperature for three days. A yellow solid product was precipitated out, filtered, washed by ethanol for three times, and dried under high vacuum to provide pure product 2-[4-(4-Methoxy-phenyl)-2-oxo-1,2-dihydro-indol-... The yield is 52.1%. Conditions: time 3 day. Yields the product N1(N=NC=C1)CCNC(=O)C1=C(NC(=C1)C)C=C1C(NC2=CC=CC(=C12)C1=CC=C(C=C1)OC)=O (2-[4-(4-Methoxy-phenyl)-2-oxo-1,2-dihydro-indol-3-ylidenemethyl]-5-methyl-1H-pyrrole-3-carboxylic acid (2-[1,2,3]triazol-1-yl-ethyl)-amide). RXN SMILES: [CH3:1][O:2][C:3]1[CH:8]=[CH:7][C:6]([C:9]2[CH:17]=[CH:16][CH:15]=[C:14]3[C:10]=2[CH2:11][C:12](=[O:18])[NH:13]3)=[CH:5][CH:4]=1.[N:19]1([CH2:24][CH2:25][NH:26][C:27]([C:29]2[CH:33]=[C:32]([CH3:34])[NH:31][C:30]=2[CH:35]=O)=[O:28])[CH:23]=[CH:22][N:21]=[N:20]1>C(O)C.N1CCCCC1>[N:19]1([CH2:24][CH2:25][NH:26][C:27]([C:29]2[CH:33]=[C:32]([CH3:34])[NH:31][C:30]=2[CH:35]=[C:11]2[C:10]3[C:14](=[CH:15][CH:16]=[CH:17][C:9]=3[C:6]3[CH:7]=[CH:8][C:3]([O:2][CH3:1])=[CH:4][CH:5]=3)[NH:13][C:12]2=[O:18])=[O:28])[CH:23]=[CH:22][N:21]=[N:20]1. The reactants are COC1=CC=C(C=C1)C1=C2CC(NC2=CC=C1)=O (4-(4-methoxy-phenyl)-1,3-dihydro-indol-2-one), N1(N=NC=C1)CCNC(=O)C1=C(NC(=C1)C)C=O (2-Formyl-5-methyl-1H-pyrrole-3-carboxylic acid (2-[1,2,3]triazol-1-yl-ethyl)-amide). Solvent: C(C)O (ethanol).